Dataset: the Open Reaction Database (ORD), a public repository of structured organic reaction records. Task: describe an organic reaction: reactants, conditions, products, and yield The reactants are BrC1=CC=C2C(C(N(C2=C1C)CC1=CC2=CC=CC=C2C=C1)=O)(CC1=CC=NC=C1)CC1=CC=NC=C1 (6-bromo-7-methyl-1-naphthalen-2-ylmethyl-3,3-bis-pyridin-4-ylmethyl-1,3-dihydro-indol-2-one), C([O-])([O-])=O.[Na+].[Na+] (sodium carbonate), C(#N)C1=CC=C(C=C1)B(O)O (4-cyanobenzene boronic acid). Reagents/catalysts: C=1C=CC(=CC1)[P](C=2C=CC=CC2)(C=3C=CC=CC3)[Pd]([P](C=4C=CC=CC4)(C=5C=CC=CC5)C=6C=CC=CC6)([P](C=7C=CC=CC7)(C=8C=CC=CC8)C=9C=CC=CC9)[P](C=1C=CC=CC1)(C=1C=CC=CC1)C=1C=CC=CC1 (tetrakis(triphenylphosphine)palladium). Run in C1(=CC=CC=C1)C (toluene), CCO (EtOH), O (water). Reaction conditions: temperature 100 celsius, time 8 hour. The product is CC=1C(=CC=C2C(C(N(C12)CC1=CC2=CC=CC=C2C=C1)=O)(CC1=CC=NC=C1)CC1=CC=NC=C1)C1=CC=C(C#N)C=C1 (4-(7-Methyl-1-naphthalen-2-ylmethyl-2-oxo-3,3-bis-pyridin-4-ylmethyl-2,3-dihydro-1H-indol-6-yl)-benzonitrile). Yield: 93.1%. RXN SMILES: Br[C:2]1[C:10]([CH3:11])=[C:9]2[C:5]([C:6]([CH2:31][C:32]3[CH:37]=[CH:36][N:35]=[CH:34][CH:33]=3)([CH2:24][C:25]3[CH:30]=[CH:29][N:28]=[CH:27][CH:26]=3)[C:7](=[O:23])[N:8]2[CH2:12][C:13]2[CH:22]=[CH:21][C:20]3[C:15](=[CH:16][CH:17]=[CH:18][CH:19]=3)[CH:14]=2)=[CH:4][CH:3]=1.C(=O)([O-])[O-].[Na+].[Na+].[C:44]([C:46]1[CH:51]=[CH:50][C:49](B(O)O)=[CH:48][CH:47]=1)#[N:45]>C1(C)C=CC=CC=1.CCO.O.C1C=CC([P]([Pd]([P](C2C=CC=CC=2)(C2C=CC=CC=2)C2C=CC=CC=2)([P](C2C=CC=CC=2)(C2C=CC=CC=2)C2C=CC=CC=2)[P](C2C=CC=CC=2)(C2C=CC=CC=2)C2C=CC=CC=2)(C2C=CC=CC=2)C2C=CC=CC=2)=CC=1>[CH3:11][C:10]1[C:2]([C:49]2[CH:50]=[CH:51][C:46]([C:44]#[N:45])=[CH:47][CH:48]=2)=[CH:3][CH:4]=[C:5]2[C:9]=1[N:8]([CH2:12][C:13]1[CH:22]=[CH:21][C:20]3[C:15](=[CH:16][CH:17]=[CH:18][CH:19]=3)[CH:14]=1)[C:7](=[O:23])[C:6]2([CH2:31][C:32]1[CH:33]=[CH:34][N:35]=[CH:36][CH:37]=1)[CH2:24][C:25]1[CH:30]=[CH:29][N:28]=[CH:27][CH:26]=1 |f:1.2.3,^1:69,71,90,109|. Procedure: To a solution of 6-bromo-7-methyl-1-naphthalen-2-ylmethyl-3,3-bis-pyridin-4-ylmethyl-1,3-dihydro-indol-2-one (200 mg, 0.365 mmol) in 4 ml of toluene and 2.5 ml of EtOH was added tetrakis(triphenylphosphine)palladium (17 mg, 0.015 mmol) under an atmosphere of dry N2, followed by the addition of a solution of aqueous sodium carbonate (Na2CO3) (77 mg, 0.738 mmol) dissolved in 2 ml of water and 4-cyanobenzene boronic acid (101 mg, 0.686 mmol). The reaction mixture was heated to 100° C. and stirred a... RXN SMILES: [CH2:52]1[O:53][CH2:54][CH2:55][CH2:56]1.[CH3:8][N:9]1[CH2:10][CH2:11][N:12]([c:15]2[cH:16][cH:17][c:18](-[c:21]3[s:22][c:23]4[c:24]([n:25]3)[cH:26][cH:27][c:28]([NH2:30])[cH:29]4)[cH:19][n:20]2)[CH2:13][CH2:14]1.[CH:37]([N:38]([CH:39]([CH3:40])[CH3:41])[CH2:42][CH3:43])([CH3:44])[CH3:45].[Cl:31][C:32]([O:33][CH2:34][CH3:35])=[O:36].[Cl:46][CH2:47][Cl:48].[Cl:49][CH2:50][Cl:51].[F:1][C:2]([C:3](=[O:4])[OH:5])([F:6])[F:7]>>[F:1][C:2]([C:3](=[O:4])[NH:30][c:28]1[cH:27][cH:26][c:24]2[c:23]([s:22][c:21](-[c:18]3[cH:17][cH:16][c:15]([N:12]4[CH2:11][CH2:10][N:9]([CH3:8])[CH2:14][CH2:13]4)[n:20][cH:19]3)[n:25]2)[cH:29]1)([F:6])[F:7]. The product is CN1CCN(c2ccc(-c3nc4ccc(NC(=O)C(F)(F)F)cc4s3)cn2)CC1. The reactants are C1CCOC1, CN1CCN(c2ccc(-c3nc4ccc(N)cc4s3)cn2)CC1, CCN(C(C)C)C(C)C, CCOC(=O)Cl, ClCCl, ClCCl, O=C(O)C(F)(F)F. The reactants are CC#N, CCOc1ccc(C(O)(COCc2cccc(Oc3ccccc3)c2)C(F)(F)F)cc1, O=S(Cl)Cl, c1c[nH]cn1. Yields the product CCOc1ccc(C(Cl)(COCc2cccc(Oc3ccccc3)c2)C(F)(F)F)cc1. RXN SMILES: [CH3:41][C:42]#[N:43].[F:1][C:2]([C:3]([CH2:4][O:5][CH2:6][c:7]1[cH:8][c:9]([O:13][c:14]2[cH:15][cH:16][cH:17][cH:18][cH:19]2)[cH:10][cH:11][cH:12]1)([OH:20])[c:21]1[cH:22][cH:23][c:24]([O:27][CH2:28][CH3:29])[cH:25][cH:26]1)([F:30])[F:31].[S:37]([Cl:38])([Cl:39])=[O:40].[nH:32]1[cH:33][cH:34][n:35][cH:36]1>>[F:1][C:2]([C:3]([CH2:4][O:5][CH2:6][c:7]1[cH:8][c:9]([O:13][c:14]2[cH:15][cH:16][cH:17][cH:18][cH:19]2)[cH:10][cH:11][cH:12]1)([c:21]1[cH:22][cH:23][c:24]([O:27][CH2:28][CH3:29])[cH:25][cH:26]1)[Cl:39])([F:30])[F:31]. Starting materials: CN1C(=O)N(CC(=O)CBr)C(=O)C1(C)C, O=C([O-])[O-], SCc1ccccc1, [Cs+], [Cs+], CN(C)C=O, O. The product is CN1C(=O)N(CC(=O)CSCc2ccccc2)C(=O)C1(C)C. As a reaction SMILES: [Br:15][CH2:16][C:17]([CH2:18][N:19]1[C:20](=[O:28])[N:21]([CH3:27])[C:22]([CH3:25])([CH3:26])[C:23]1=[O:24])=[O:29].[C:9](=[O:10])([O-:11])[O-:12].[CH2:1]([c:2]1[cH:3][cH:4][cH:5][cH:6][cH:7]1)[SH:8].[Cs+:13].[Cs+:14].[O:31]=[CH:32][N:33]([CH3:34])[CH3:35].[OH2:30]>>[CH2:1]([c:2]1[cH:3][cH:4][cH:5][cH:6][cH:7]1)[S:8][CH2:16][C:17]([CH2:18][N:19]1[C:20](=[O:28])[N:21]([CH3:27])[C:22]([CH3:25])([CH3:26])[C:23]1=[O:24])=[O:29]. The reactants are O=C(Cl)c1ccccc1F, Cc1c[nH]c(=O)c(N)c1, c1ccncc1. Yields the product Cc1c[nH]c(=O)c(NC(=O)c2ccccc2F)c1. Reaction SMILES: [F:10][c:11]1[c:12]([C:13](=[O:14])[Cl:15])[cH:16][cH:17][cH:18][cH:19]1.[NH2:1][c:2]1[c:3](=[O:9])[nH:4][cH:5][c:6]([CH3:8])[cH:7]1.[cH:20]1[cH:21][cH:22][n:23][cH:24][cH:25]1>>[NH:1]([c:2]1[c:3](=[O:9])[nH:4][cH:5][c:6]([CH3:8])[cH:7]1)[C:13]([c:12]1[c:11]([F:10])[cH:19][cH:18][cH:17][cH:16]1)=[O:14]. Starting materials: COC1=C(C=CC=C1)C=NC1=C2C=CC(=NC2=CC=C1)C ([1-(2-methoxyphenyl)methylidene]-(2-methylquinolin-5-yl)amine), C1CCOC1 (THF), FC(C1CO1)(F)F (1,1,1-Trifluoroepoxypropane), C1CCOC1 (THF), C(C)OCC (diethyl ether), C(CCC)[Li] (n-butyl lithium). Run in CCCCCC (hexane), CCCCCC (hexane). Run at temperature -10 celsius, time 1 hour. Product: COC1=C(C=CC=C1)C(C1(OC1)C(F)(F)F)C=1C(=NC=2C=CC=C(C2C1)N)C ({(2-methoxyphenyl)[2-(trifluoromethyl)oxiranyl]methyl}-2-methylquinolin-5-amine). As a reaction SMILES: [F:1][C:2]([F:7])([F:6])[CH:3]1[O:5][CH2:4]1.[CH2:8]([Li])[CH2:9][CH2:10][CH3:11].COC1C=CC=CC=1C=[N:22][C:23]1[CH:32]=[CH:31][CH:30]=[C:29]2[C:24]=1[CH:25]=[CH:26][C:27]([CH3:33])=[N:28]2.C(OCC)C.[CH2:39]1[CH2:43][O:42][CH2:41][CH2:40]1>CCCCCC>[CH3:41][O:42][C:43]1[CH:11]=[CH:10][CH:9]=[CH:8][C:39]=1[CH:40]([C:26]1[C:27]([CH3:33])=[N:28][C:29]2[CH:30]=[CH:31][CH:32]=[C:23]([NH2:22])[C:24]=2[CH:25]=1)[C:3]1([C:2]([F:7])([F:6])[F:1])[CH2:4][O:5]1. Procedure details: To 1.74 g (11 mmol) 5-amino-2-methylquinolin and 1.33 ml (11 mmol) 2-methoxybenzaldehyde in 33 ml toluene are added 50 μl acetic acid and 2 g molecular sieve. The mixture is heated over 2 hours under reflux and filtrated through a path of cellites after cooling. The solvent is evaporated and the residue is two times azeothrophed with small portions of toluene. 3.6 g of [1-(2-methoxyphenyl)methylidene]-(2-methylquinolin-5-yl)amine are obtained as a yellow oil. 2.25 ml (26 mmol) 1,1,1-Trifluoroepo... Starting materials: [Li]CCCC, CCCCCC, C1CCOC1, O=C1C=CC(O)C1. The product is CCCCC1(O)C=CC(O)C1. Reaction SMILES: [CH2:1]([CH2:2][CH2:3][CH3:4])[Li:5].[CH3:6][CH2:7][CH2:8][CH2:9][CH2:10][CH3:11].[O:19]1[CH2:20][CH2:21][CH2:22][CH2:23]1.[OH:12][CH:13]1[CH:14]=[CH:15][C:16](=[O:18])[CH2:17]1>>[CH2:1]([CH2:2][CH2:3][CH3:4])[C:16]1([OH:18])[CH:15]=[CH:14][CH:13]([OH:12])[CH2:17]1. Reactants: Clc1ncnc2c1CN(Cc1ccccc1)CC2, CC#N, CCN(C(C)C)C(C)C, NCc1ccc(Cl)nc1. Product: Clc1ccc(CNc2ncnc3c2CN(Cc2ccccc2)CC3)cn1. RXN SMILES: [CH2:1]([c:2]1[cH:3][cH:4][cH:5][cH:6][cH:7]1)[N:8]1[CH2:9][c:10]2[c:11]([n:12][cH:13][n:14][c:15]2[Cl:16])[CH2:17][CH2:18]1.[CH3:37][C:38]#[N:39].[CH:28]([N:29]([CH2:30][CH3:31])[CH:32]([CH3:33])[CH3:34])([CH3:35])[CH3:36].[Cl:19][c:20]1[n:21][cH:22][c:23]([CH2:26][NH2:27])[cH:24][cH:25]1>>[CH2:1]([c:2]1[cH:3][cH:4][cH:5][cH:6][cH:7]1)[N:8]1[CH2:9][c:10]2[c:11]([n:12][cH:13][n:14][c:15]2[NH:27][CH2:26][c:23]2[cH:22][n:21][c:20]([Cl:19])[cH:25][cH:24]2)[CH2:17][CH2:18]1. Starting materials: C(C(C)(C)C)N1CCC2(CC1)CN(C1=CC=CC=C12)C1=C(N)C=CC=C1 (2-(1′-neopentylspiro[indoline-3,4′-piperidine]-1-yl)aniline), C(C1=CC=CC=C1)(=O)N=C=S (benzoylisothiocyanate), solid. Solvent: C(Cl)Cl (DCM). Reaction conditions: time 3 hour. The product is C(C(C)(C)C)N1CCC2(CC1)CN(C1=CC=CC=C12)C1=C(C=CC=C1)NC(=S)NC(C1=CC=CC=C1)=O (N-(2-(1′-neopentylspiro[indoline-3,4′-piperidine]-1-yl)phenylcarbamothioyl)benzamide). As a reaction SMILES: [CH2:1]([N:6]1[CH2:11][CH2:10][C:9]2([C:19]3[C:14](=[CH:15][CH:16]=[CH:17][CH:18]=3)[N:13]([C:20]3[CH:26]=[CH:25][CH:24]=[CH:23][C:21]=3[NH2:22])[CH2:12]2)[CH2:8][CH2:7]1)[C:2]([CH3:5])([CH3:4])[CH3:3].[C:27]([N:35]=[C:36]=[S:37])(=[O:34])[C:28]1[CH:33]=[CH:32][CH:31]=[CH:30][CH:29]=1>C(Cl)Cl>[CH2:1]([N:6]1[CH2:11][CH2:10][C:9]2([C:19]3[C:14](=[CH:15][CH:16]=[CH:17][CH:18]=3)[N:13]([C:20]3[CH:26]=[CH:25][CH:24]=[CH:23][C:21]=3[NH:22][C:36]([NH:35][C:27](=[O:34])[C:28]3[CH:29]=[CH:30][CH:31]=[CH:32][CH:33]=3)=[S:37])[CH2:12]2)[CH2:8][CH2:7]1)[C:2]([CH3:5])([CH3:4])[CH3:3]. Reported procedure: A mixture of 20f (118 mg, 0.33 mmol) and benzoylisothiocyanate (63 μL, 0.47 mmol) in DCM (3 mL) was stirred at rt for 3 h. The reaction was concentrated and the residue was purified by flash chromatography (silica gel, 0-10% MeOH/DCM) to give 20 g, as yellow solid (156 mg). LC-MS m/z 513.06 [M+H]+. Reactants: CC[SiH](CC)CC, COC(=O)Cn1c(C)cc2cc(F)ccc21, ClCCl, ClCCCl, O=C(O)C(F)(F)F, Cn1cnc(C=O)c1S(=O)(=O)c1ccccc1. The product is COC(=O)Cn1c(C)c(Cc2ncn(C)c2S(=O)(=O)c2ccccc2)c2cc(F)ccc21. Reaction SMILES: [CH2:1]([SiH:2]([CH2:3][CH3:4])[CH2:5][CH3:6])[CH3:7].[CH3:15][O:16][C:17]([CH2:18][n:19]1[c:20]([CH3:29])[cH:21][c:22]2[cH:23][c:24]([F:28])[cH:25][cH:26][c:27]12)=[O:30].[Cl:48][CH2:49][Cl:50].[Cl:51][CH2:52][CH2:53][Cl:54].[OH:8][C:9]([C:10]([F:11])([F:12])[F:13])=[O:14].[c:31]1([S:37](=[O:38])(=[O:39])[c:40]2[c:41]([CH:46]=[O:47])[n:42][cH:43][n:44]2[CH3:45])[cH:32][cH:33][cH:34][cH:35][cH:36]1>>[CH3:15][O:16][C:17]([CH2:18][n:19]1[c:20]([CH3:29])[c:21]([CH2:46][c:41]2[c:40]([S:37]([c:31]3[cH:32][cH:33][cH:34][cH:35][cH:36]3)(=[O:38])=[O:39])[n:44]([CH3:45])[cH:43][n:42]2)[c:22]2[cH:23][c:24]([F:28])[cH:25][cH:26][c:27]12)=[O:30].